This data is from the Open Reaction Database (ORD), a public repository of structured organic reaction records. The task is: describe an organic reaction: reactants, conditions, products, and yield Starting materials: COC1=C(CNC2=NC=NS2)C=CC(=C1)OC (N-(2,4-dimethoxybenzyl)-1,2,4-thiadiazol-5-amine), S1N=CN=C1N (1,2,4-thiadiazol-5-amine), S1C(=NN=C1)N (1,3,4-thiadiazol-2-amine). The product is COC1=C(CNC=2SC=NN2)C=CC(=C1)OC (N-(2,4-dimethoxybenzyl)-1,3,4-thiadiazol-2-amine). As a reaction SMILES: [CH3:1][O:2][C:3]1[CH:15]=[C:14]([O:16][CH3:17])[CH:13]=[CH:12][C:4]=1[CH2:5][NH:6][C:7]1[S:11]N=C[N:8]=1.S1C(N)=N[CH:20]=[N:19]1.S1C=NN=C1N>>[CH3:1][O:2][C:3]1[CH:15]=[C:14]([O:16][CH3:17])[CH:13]=[CH:12][C:4]=1[CH2:5][NH:6][C:7]1[S:11][CH:20]=[N:19][N:8]=1. Procedure: N-(2,4-dimethoxybenzyl)-1,3,4-thiadiazol-2-amine (INTERMEDIATE Y) was prepared in a manner analogous to INTERMEDIATE A wherein 1,2,4-thiadiazol-5-amine was replaced with 1,3,4-thiadiazol-2-amine.